This data is from the Open Reaction Database (ORD), a public repository of structured organic reaction records. The task is: describe an organic reaction: reactants, conditions, products, and yield Starting materials: NC=1C=C(C=CC1)C1OCC(CO1)(CC)CC (2-(m-aminophenyl)-5,5-diethyl-1,3-dioxane), CN=C=O (methyl isocyanate), O (water). The solvent is CC(=O)C (acetone). Product: CNC(NC=1C=C(C=CC1)C1OCC(CO1)(CC)CC)=O (2-(M-METHYLUREIDOPHENYL)-5,5-DIETHYL-1,3-DIOXANE). RXN SMILES: [NH2:1][C:2]1[CH:3]=[C:4]([CH:8]2[O:13][CH2:12][C:11]([CH2:16][CH3:17])([CH2:14][CH3:15])[CH2:10][O:9]2)[CH:5]=[CH:6][CH:7]=1.[CH3:18][N:19]=[C:20]=[O:21].O>CC(C)=O>[CH3:18][NH:19][C:20](=[O:21])[NH:1][C:2]1[CH:3]=[C:4]([CH:8]2[O:9][CH2:10][C:11]([CH2:16][CH3:17])([CH2:14][CH3:15])[CH2:12][O:13]2)[CH:5]=[CH:6][CH:7]=1. Procedure: Nine and four tenths grams (9.4 g) of 2-(m-aminophenyl)-5,5-diethyl-1,3-dioxane was reacted with 3 g of methyl isocyanate in 75 ml of acetone. The mixture was refluxed for between one and two hours and poured into water and the product collected by filtration. The yield was 11.7 g of the title compound, m.p. 112°-125° C. Trituration with diethyl ether raised the melting point to 135°-137° C. Starting materials: Cc1ccc2c(N3CCN(CCc4cccc(N)c4)CC3)cccc2n1, Cc1ccccc1, CC(C)N=C=O. Product: Cc1ccc2c(N3CCN(CCc4cccc(NC(=O)NC(C)C)c4)CC3)cccc2n1. RXN SMILES: [CH3:1][c:2]1[n:3][c:4]2[cH:5][cH:6][cH:7][c:8]([N:12]3[CH2:13][CH2:14][N:15]([CH2:18][CH2:19][c:20]4[cH:21][c:22]([NH2:23])[cH:24][cH:25][cH:26]4)[CH2:16][CH2:17]3)[c:9]2[cH:10][cH:11]1.[CH3:33][c:34]1[cH:35][cH:36][cH:37][cH:38][cH:39]1.[CH:27]([CH3:28])([CH3:29])[N:30]=[C:31]=[O:32]>>[CH3:1][c:2]1[n:3][c:4]2[cH:5][cH:6][cH:7][c:8]([N:12]3[CH2:13][CH2:14][N:15]([CH2:18][CH2:19][c:20]4[cH:21][c:22]([NH:23][C:31]([NH:30][CH:27]([CH3:28])[CH3:29])=[O:32])[cH:24][cH:25][cH:26]4)[CH2:16][CH2:17]3)[c:9]2[cH:10][cH:11]1. The reactants are CC(C)O, Cl, Cc1cc(F)c([N+](=O)[O-])cc1O, CC(C)(C)OC(=O)N=NC(=O)OC(C)(C)C, C1CCOC1, c1ccc(P(c2ccccc2)c2ccccn2)cc1. Product: Cc1cc(F)c([N+](=O)[O-])cc1OC(C)C. RXN SMILES: [CH3:13][CH:14]([CH3:15])[OH:16].[ClH:52].[F:1][c:2]1[cH:3][c:4]([CH3:12])[c:5]([OH:11])[cH:6][c:7]1[N+:8](=[O:9])[O-:10].[N:36]([C:37]([O:38][C:39]([CH3:40])([CH3:41])[CH3:42])=[O:43])=[N:44][C:45]([O:46][C:47]([CH3:48])([CH3:49])[CH3:50])=[O:51].[O:53]1[CH2:54][CH2:55][CH2:56][CH2:57]1.[c:17]1([P:18]([c:19]2[cH:20][cH:21][cH:22][cH:23][cH:24]2)[c:25]2[cH:26][cH:27][cH:28][cH:29][n:30]2)[cH:31][cH:32][cH:33][cH:34][cH:35]1>>[F:1][c:2]1[cH:3][c:4]([CH3:12])[c:5]([O:11][CH:14]([CH3:13])[CH3:15])[cH:6][c:7]1[N+:8](=[O:9])[O-:10]. The reactants are C(C)(=O)C1=NC=CC=C1 (2-acetyl pyridine), C(C)N1C(=NC2=C1C=CC=C2)NN (1-ethyl-2-hydrazinobenzimidazole). The reagents and catalysts are C(C)(=O)O (acetic acid). Solvent: CO (methanol). Run at time 24 hour. Product: C(C)N1C(=NC2=C1C=CC=C2)NN=C(C)C2=NC=CC=C2 (1-(2-Pyridyl)-1-ethanone-1-(1-ethyl-1H-benzo[d]imidazol-2-yl)hydrazone). As a reaction SMILES: [C:1]([C:4]1[CH:9]=[CH:8][CH:7]=[CH:6][N:5]=1)(=O)[CH3:2].[CH2:10]([N:12]1[C:16]2[CH:17]=[CH:18][CH:19]=[CH:20][C:15]=2[N:14]=[C:13]1[NH:21][NH2:22])[CH3:11]>CO.C(O)(=O)C>[CH2:10]([N:12]1[C:16]2[CH:17]=[CH:18][CH:19]=[CH:20][C:15]=2[N:14]=[C:13]1[NH:21][N:22]=[C:1]([C:4]1[CH:9]=[CH:8][CH:7]=[CH:6][N:5]=1)[CH3:2])[CH3:11]. Procedure: A mixture of 2-acetyl pyridine (0.62 g, 5.11 mmol) and 1-ethyl-2-hydrazinobenzimidazole (0.90 g, 5.11 mmol) in 20 ml of methanol is stirred at room temperature for 24 hours after the addition of 6 drops of glacial acetic acid. The reaction is monitored by means of thin layer chromatography (Polygram Sil G/UV254 prefabricated foils; eluting agent: CH2Cl2:MeOH (12:1)). Subsequently, the reaction mixture is diluted with distilled water until a precipitate forms and stored for 24 hours in the refrig... The reactants are C(C)(C)N(C(C)C)CC (N,N-diisopropylethylamine), OC1=C(C(=CC(=C1CC=C(C)C)O)O)C(C)=O (2',4',6'-trihydroxy-3'-(3-methyl-2-butenyl)acetophenone), O1CCCC1 (tetrahydrofuran), COCCl (chloromethyl methyl ether). Reaction conditions: time 1 hour. Yields the product OC1=C(C(=CC(=C1CC=C(C)C)OCOC)OCOC)C(C)=O (2'-hydroxy-4',6'-bis(methoxymethoxy)-3'-(3-methyl-2-butenyl)acetophenone). Reaction SMILES: [OH:1][C:2]1[C:7]([CH2:8][CH:9]=[C:10]([CH3:12])[CH3:11])=[C:6]([OH:13])[CH:5]=[C:4]([OH:14])[C:3]=1[C:15](=[O:17])[CH3:16].C(N(CC)C(C)C)(C)C.[CH3:27][O:28][CH2:29]Cl.[O:31]1[CH2:35]CC[CH2:32]1>>[OH:1][C:2]1[C:7]([CH2:8][CH:9]=[C:10]([CH3:12])[CH3:11])=[C:6]([O:13][CH2:27][O:28][CH3:29])[CH:5]=[C:4]([O:14][CH2:32][O:31][CH3:35])[C:3]=1[C:15](=[O:17])[CH3:16]. Procedure details: Then, 30.0 g of 2',4',6'-trihydroxy-3'-(3-methyl-2-butenyl)acetophenone was dissolved in tetrahydrofuran and 131.7 ml of N,N-diisopropylethylamine was added to the solution, and the mixture was stirred for 1 hour. Then, 48.0 ml of chloromethyl methyl ether was dropped into the mixture and the mixture was stirred for 3 hours. The mixture was extracted with dimethyl ether, and the organic layer was washed with water, dried with anhydrous sodium sulfate and concentrated under reduced pressure. Crys... Starting materials: BrC=1C=NC=C(C(=O)NC2CC2)C1 (5-Bromo-N-cyclopropyl-nicotinamide), CCOC(=O)C (EtOAc). The solvent is CO (MeOH). Product: C1CC1NC(=O)C2=CC(=C[N+](=C2)[O-])Br (5-Bromo-N-cyclopropyl-1-oxy-nicotinamide). As a reaction SMILES: [Br:1][C:2]1[CH:3]=[N:4][CH:5]=[C:6]([CH:13]=1)[C:7]([NH:9][CH:10]1[CH2:12][CH2:11]1)=[O:8].CC[O:16]C(C)=O>CO>[CH2:12]1[CH:10]([NH:9][C:7]([C:6]2[CH:5]=[N+:4]([O-:16])[CH:3]=[C:2]([Br:1])[CH:13]=2)=[O:8])[CH2:11]1. Procedure details: Prepared according to the procedure described in EXAMPLE 9 (Step 4) but using 5-bromo-N-cyclopropyl-nicotinamide from Step 1 as starting material. Flash chromatography (EtOAc:MeOH; 9:1) afforded the title compound as a white solid. Reactants: C(C)(C)(C)OC(NC1CCC(CC1)NC1=NC=C2C(=N1)NN=C2C2=NC(=NC=C2)NCC2=CC(=CC=C2)C(F)(F)F)=O ((4-{3-[2-(3-trifluoromethyl-benzylamino)-pyrimidin-4-yl]-1H-pyrazolo[3,4-d]pyrimidin-6-ylamino}-cyclohexyl)-carbamic acid tert-butyl ester), Cl (HCl). The solvent is CCO (EtOH). Conditions: time 20 hour. Product: FC(C=1C=C(CNC2=NC=CC(=N2)C2=NNC3=NC(=NC=C32)NC3CCC(CC3)N)C=CC1)(F)F (N-{3-[2-(3-trifluoromethyl-benzylamino)-pyrimidin-4-yl]-1H-pyrazolo[3,4-d]pyrimidin-6-yl}-cyclohexane-1,4-diamine). RXN SMILES: C(OC(=O)[NH:7][CH:8]1[CH2:13][CH2:12][CH:11]([NH:14][C:15]2[N:20]=[C:19]3[NH:21][N:22]=[C:23]([C:24]4[CH:29]=[CH:28][N:27]=[C:26]([NH:30][CH2:31][C:32]5[CH:37]=[CH:36][CH:35]=[C:34]([C:38]([F:41])([F:40])[F:39])[CH:33]=5)[N:25]=4)[C:18]3=[CH:17][N:16]=2)[CH2:10][CH2:9]1)(C)(C)C.Cl>CCO>[F:41][C:38]([F:39])([F:40])[C:34]1[CH:33]=[C:32]([CH:37]=[CH:36][CH:35]=1)[CH2:31][NH:30][C:26]1[N:25]=[C:24]([C:23]2[C:18]3[C:19](=[N:20][C:15]([NH:14][CH:11]4[CH2:10][CH2:9][CH:8]([NH2:7])[CH2:13][CH2:12]4)=[N:16][CH:17]=3)[NH:21][N:22]=2)[CH:29]=[CH:28][N:27]=1. Procedure: To a solution of (4-{3-[2-(3-trifluoromethyl-benzylamino)-pyrimidin-4-yl]-1H-pyrazolo[3,4-d]pyrimidin-6-ylamino}-cyclohexyl)-carbamic acid tert-butyl ester (80 mg, 0.14 mmol) in EtOH (4 mL) was added conc. HCl (4 mL). The reaction mixture was stirred at room temperature for 20 hours. The solvent was removed under reduced pressure and the residue was purified by prep-HPLC to afford N-{3-[2-(3-trifluoromethyl-benzylamino)-pyrimidin-4-yl]-1H-pyrazolo[3,4-d]pyrimidin-6-yl}-cyclohexane-1,4-diamine; h... The reactants are C(C)(C)N1NC(C(C1=O)=O)C (1-isopropyl-3-methyl-4,5-pyrazolinedione), 1-isopropyl-3-(5′-pyrazolyl)-4,5-pyrazolinedione, C(C)(C)N1NC(C(C1=O)=O)C1=CC=C(C=C1)OC (1-isopropyl-3-(4′-methoxyphenyl)-4,5-pyrazolinedione), C(C)(C)N1NC(C(C1=O)=O)NC(C)=O (1-isopropyl-3-acetamido-4,5-pyrazolinedione), C(C)(C)N1NC(C(C1=O)=O)N(C)C (1-isopropyl-3-dimethylamino-4,5-pyrazolinedione), 1-isopropyl-3-(2 ′-furyl)-4,5-pyrazolinedione, C(C)(C)N1NC(C(C1=O)=O)N(CC)CC (1-isopropyl-3-diethylamino-4,5-pyrazolinedione), 1-isopropyl-3-(2′-thienyl)-4,5-pyrazolinedione, C(C)(C)N1NC(C(C1=O)=O)C1=CC=C(C=C1)C (1-isopropyl-3-(4′-methylphenyl)-4,5-pyrazolinedione), C(C)(C)N1NC(C(C1=O)=O)C1=CC=CC=C1 (1-isopropyl-3-phenyl-4,5-pyrazolinedione), C(C)(C)N1NC(C(C1=O)=O)C(=O)OC (1-isopropyl-3-methoxycarbonyl-4,5-pyrazolinedione), C(C)(C)N1NC(C(C1=O)=O)C(=O)OCC (1-isopropyl-3-ethoxycarbonyl-4,5-pyrazolinedione), C(C)(C)N1NC(C(C1=O)=O)C1=CC(=CC=C1)OC (1-isopropyl-3-(3′-methoxyphenyl)-4,5-pyrazolinedione), C(C)(C)N1NC(C(C1=O)=O)OCC (1-isopropyl-3-ethoxy-4,5-pyrazolinedione), C(C)(C)N1NC(C(C1=O)=O)OC (1-isopropyl-3-methoxy-4,5-pyrazolinedione), C(C)(C)N1NC(C(C1=O)=O)C(=O)O (1-isopropyl-3-carboxy-4,5-pyrazolinedione), C(C)(C)N1NC(C(C1=O)=O)C1=CC=C(C=C1)Cl (1-isopropyl-3-(4′-chlorophenyl)-4,5-pyrazolinedione), C(C)(C)N1NC(C(C1=O)=O)C1=CC(=CC=C1)[N+](=O)[O-] (1-isopropyl-3-(3′-nitrophenyl)-4,5-pyrazolinedione). Yields the product C(C)(C)N1NCC(C1=O)=O (1-isopropyl-4,5-pyrazolinedione). As a reaction SMILES: [CH:1]([N:4]1[C:8](=[O:9])[C:7](=[O:10])[CH:6](C)[NH:5]1)([CH3:3])[CH3:2].C(N1C(=O)C(=O)C(C2C=CC=CC=2)N1)(C)C.C(N1C(=O)C(=O)C(C2C=CC(Cl)=CC=2)N1)(C)C.C(N1C(=O)C(=O)C(C2C=CC=C(OC)C=2)N1)(C)C.C(N1C(=O)C(=O)C(C2C=CC(OC)=CC=2)N1)(C)C.C(N1C(=O)C(=O)C(C2C=CC=C([N+]([O-])=O)C=2)N1)(C)C.C(N1C(=O)C(=O)C(C2C=CC(C)=CC=2)N1)(C)C.C(N1C(=O)C(=O)C(OC)N1)(C)C.C(N1C(=O)C(=O)C(OCC)N1)(C)C.C(N1C(=O)C(=O)C(N(C)C)N1)(C)C.C(N1C(=O)C(=O)C(N(CC)CC)N1)(C)C.C(N1C(=O)C(=O)C(NC(=O)C)N1)(C)C.C(N1C(=O)C(=O)C(C(O)=O)N1)(C)C.C(N1C(=O)C(=O)C(C(OC)=O)N1)(C)C.C(N1C(=O)C(=O)C(C(OCC)=O)N1)(C)C>>[CH:1]([N:4]1[C:8](=[O:9])[C:7](=[O:10])[CH2:6][NH:5]1)([CH3:3])[CH3:2]. Procedure details: 1-isopropyl-3-methyl-4,5-pyrazolinedione; 1-isopropyl-3-phenyl-4,5-pyrazolinedione; 1-isopropyl-3-(4′-chlorophenyl)-4,5-pyrazolinedione; 1-isopropyl-3-(3′-methoxyphenyl)-4,5-pyrazolinedione; 1-isopropyl-3-(4′-methoxyphenyl)-4,5-pyrazolinedione; 1-isopropyl-3-(3′-nitrophenyl)-4,5-pyrazolinedione; 1-isopropyl-3-(4′-methylphenyl)-4,5-pyrazolinedione; 1-isopropyl-3-(2 ′-furyl)-4,5-pyrazolinedione; 1-isopropyl-3-(2′-thienyl)-4,5-pyrazolinedione; 1-isopropyl-3-(5′-pyrazolyl)-4,5-pyrazolinedione; 1-iso... The reactants are O=C(Cl)CC1CCCC1, CC(C)(C)OC(=O)N1CCC(=O)CC1. The product is CC(C)(C)OC(=O)N1CCC(=O)C(C(=O)CC2CCCC2)C1. Reaction SMILES: [CH:15]1([CH2:20][C:21](=[O:22])[Cl:23])[CH2:16][CH2:17][CH2:18][CH2:19]1.[O:1]=[C:2]1[CH2:3][CH2:4][N:5]([C:8](=[O:9])[O:10][C:11]([CH3:12])([CH3:13])[CH3:14])[CH2:6][CH2:7]1>>[O:1]=[C:2]1[CH2:3][CH2:4][N:5]([C:8](=[O:9])[O:10][C:11]([CH3:12])([CH3:13])[CH3:14])[CH2:6][CH:7]1[C:21]([CH2:20][CH:15]1[CH2:16][CH2:17][CH2:18][CH2:19]1)=[O:22]. The reactants are CC(C)N(CCCCBr)C(=O)C(F)(F)F, [Cl-], [H-], [NH4+], [Na+], CN(C)C=O, CCOC(=O)c1ccc(-c2ccc(O)c(-c3ccc4c(c3)C(C)(C)CCC4(C)C)c2)cc1. Yields the product CCOC(=O)c1ccc(-c2ccc(OCCCCN(C(=O)C(F)(F)F)C(C)C)c(-c3ccc4c(c3)C(C)(C)CCC4(C)C)c2)cc1. RXN SMILES: [Br:35][CH2:36][CH2:37][CH2:38][CH2:39][N:40]([C:41]([C:42]([F:43])([F:44])[F:45])=[O:46])[CH:47]([CH3:48])[CH3:49].[Cl-:50].[H-:1].[NH4+:51].[Na+:2].[O:52]=[CH:53][N:54]([CH3:55])[CH3:56].[OH:3][c:4]1[c:5](-[c:21]2[cH:22][c:23]3[c:28]([cH:29][cH:30]2)[C:27]([CH3:31])([CH3:32])[CH2:26][CH2:25][C:24]3([CH3:33])[CH3:34])[cH:6][c:7](-[c:10]2[cH:11][cH:12][c:13]([C:16](=[O:17])[O:18][CH2:19][CH3:20])[cH:14][cH:15]2)[cH:8][cH:9]1>>[O:3]([c:4]1[c:5](-[c:21]2[cH:22][c:23]3[c:28]([cH:29][cH:30]2)[C:27]([CH3:31])([CH3:32])[CH2:26][CH2:25][C:24]3([CH3:33])[CH3:34])[cH:6][c:7](-[c:10]2[cH:11][cH:12][c:13]([C:16](=[O:17])[O:18][CH2:19][CH3:20])[cH:14][cH:15]2)[cH:8][cH:9]1)[CH2:36][CH2:37][CH2:38][CH2:39][N:40]([C:41]([C:42]([F:43])([F:44])[F:45])=[O:46])[CH:47]([CH3:48])[CH3:49].